Dataset: the Open Reaction Database (ORD), a public repository of structured organic reaction records. Task: describe an organic reaction: reactants, conditions, products, and yield Reactants: CCOP(=O)(CC#N)OCC, Cc1nc2c3c(ccc2n1Cc1ccccc1)CCC3=O, [H-], [Na+], C1CCOC1, O. The product is Cc1nc2c3c(ccc2n1Cc1ccccc1)CCC3=CC#N. Reaction SMILES: [C:3](#[N:4])[CH2:5][P:6](=[O:7])([O:8][CH2:9][CH3:10])[O:11][CH2:12][CH3:13].[CH2:14]([c:15]1[cH:16][cH:17][cH:18][cH:19][cH:20]1)[n:21]1[c:22]([CH3:34])[n:23][c:24]2[c:25]1[cH:26][cH:27][c:28]1[c:32]2[C:31](=[O:33])[CH2:30][CH2:29]1.[H-:1].[Na+:2].[O:35]1[CH2:36][CH2:37][CH2:38][CH2:39]1.[OH2:40]>>[C:3](#[N:4])[CH:5]=[C:31]1[CH2:30][CH2:29][c:28]2[cH:27][cH:26][c:25]3[n:21]([CH2:14][c:15]4[cH:16][cH:17][cH:18][cH:19][cH:20]4)[c:22]([CH3:34])[n:23][c:24]3[c:32]21. Reactants: COC(=O)C1=CC2=C(CC(O2)(C)C)C(=C1)O (4-hydroxy-2,2-dimethyl-2,3-dihydrobenzofuran-6-carboxylic acid methyl ester), COC(=O)C1=CC2=C(CC(O2)(C)C)C(=C1)OC=1C=NC(=CC1)C(N(C)C)=O (4-(6-dimethylcarbamoyl-pyridin-3-yloxy)-2,2-dimethyl-2,3-dihydro-benzofuran-6-carboxylic acid methyl ester), BrC1=NC=C(C(=O)N(C)C)C=C1 (6-bromo-N,N-dimethyl-nicotinamide). The product is COC(=O)C1=CC2=C(CC(O2)(C)C)C(=C1)OC1=NC=C(C=C1)C(N(C)C)=O (4-(5-Dimethylcarbamoyl-pyridin-2-yloxy)-2,2-dimethyl-2,3-dihydro-benzofuran-6-carboxylic acid methyl ester), foam. The yield is 50.0%. As a reaction SMILES: [CH3:1][O:2][C:3]([C:5]1[CH:15]=[C:14]([O:16]C2C=NC(C(=O)N(C)C)=CC=2)[C:8]2[CH2:9][C:10]([CH3:13])([CH3:12])[O:11][C:7]=2[CH:6]=1)=[O:4].Br[C:29]1[CH:39]=[CH:38][C:32]([C:33]([N:35]([CH3:37])[CH3:36])=[O:34])=[CH:31][N:30]=1.COC(C1C=C(O)C2CC(C)(C)OC=2C=1)=O>>[CH3:1][O:2][C:3]([C:5]1[CH:15]=[C:14]([O:16][C:29]2[CH:39]=[CH:38][C:32]([C:33](=[O:34])[N:35]([CH3:36])[CH3:37])=[CH:31][N:30]=2)[C:8]2[CH2:9][C:10]([CH3:12])([CH3:13])[O:11][C:7]=2[CH:6]=1)=[O:4]. Reported procedure: The title compound was prepared in a similar manner as described for Intermediate 161b, from 6-bromo-N,N-dimethyl-nicotinamide (162a) (335 mg, 1.46 mmol) and 4-hydroxy-2,2-dimethyl-2,3-dihydrobenzofuran-6-carboxylic acid methyl ester (3e) (250 mg, 1.12 mmol) to give a white foam (200 mg, 50% yield). 1H NMR (400 MHz, CDCl3) δ 8.26 (d, J=2.02 Hz, 1 H) 7.83 (dd, J=8.46, 2.40 Hz, 1 H) 7.34 (d, J=1.01 Hz, 1 H) 7.27 (s, 1 H) 6.97 (d, J=8.34 Hz, 1 H) 3.86 (s, 3 H) 3.08 (d, J=21.47 Hz, 6 H) 2.82 (s, 2 H... Starting materials: B, [CH2]C, CN(C)CCc1nnc2n1-c1ccc(Cl)cc1C(c1ccccc1)=NC2, Cl, C1CCOC1. Product: CN(C)CCc1nnc2n1-c1ccc(Cl)cc1C(c1ccccc1)NC2. RXN SMILES: [BH3:27].[CH2:29][CH3:30].[CH3:1][N:2]([CH2:3][CH2:4][c:5]1[n:6][n:7][c:8]2[n:9]1-[c:10]1[c:11]([cH:21][c:22]([Cl:25])[cH:23][cH:24]1)[C:12]([c:15]1[cH:16][cH:17][cH:18][cH:19][cH:20]1)=[N:13][CH2:14]2)[CH3:26].[ClH:28].[O:31]1[CH2:32][CH2:33][CH2:34][CH2:35]1>>[CH3:1][N:2]([CH2:3][CH2:4][c:5]1[n:6][n:7][c:8]2[n:9]1-[c:10]1[c:11]([cH:21][c:22]([Cl:25])[cH:23][cH:24]1)[CH:12]([c:15]1[cH:16][cH:17][cH:18][cH:19][cH:20]1)[NH:13][CH2:14]2)[CH3:26].